describe an organic reaction: reactants, conditions, products, and yield From a dataset of the Open Reaction Database (ORD), a public repository of structured organic reaction records. Yields the product ClC1=NC2=CC(=CC=C2C=C1C=O)F (2-chloro-7-fluoroquinoline-3-carbaldehyde). The reactants are C[N+](=CCl)C.[Cl-] (Vilsmeier reagent), P(=O)(Cl)(Cl)Cl (phosphoryl chloride), CN(C)C=O (DMF), CC(=O)NC1=CC(=CC=C1)F (3-fluoroacetanilide). Reaction conditions: temperature 100 celsius, time 14 hour. Procedure: A Vilsmeier reagent prepared from DMF (23 mL) and phosphoryl chloride (78.4 mL) at 0-10° C. is slowly added dropwise to 3-fluoroacetanilide (18.5 g, 0.12 mol) and the resulting mixture is stirred at 100° C. for 14 hours. The mixture is poured onto ice-water and extracted with CH2Cl2 twice. The combined organic layer is dried, filtered and concentrated. The crystal is collected and washed with CH2Cl2 to give 2-chloro-7-fluoroquinoline-3-carbaldehyde as a brown powder. RXN SMILES: [CH3:1][N+](C)=CCl.[Cl-:6].P(Cl)(Cl)(Cl)=O.[CH3:12][C:13]([NH:15][C:16]1[CH:21]=[CH:20][CH:19]=[C:18]([F:22])[CH:17]=1)=O.CN([CH:26]=[O:27])C>>[Cl:6][C:13]1[C:12]([CH:26]=[O:27])=[CH:1][C:21]2[C:16](=[CH:17][C:18]([F:22])=[CH:19][CH:20]=2)[N:15]=1 |f:0.1|. Reactants: CCO, O=C1c2ccccc2C(=O)N1CCCN1CCC(c2noc3cc(F)ccc23)CC1, NN, O. Yields the product NCCCN1CCC(c2noc3cc(F)ccc23)CC1. As a reaction SMILES: [CH3:34][CH2:35][OH:36].[F:4][c:5]1[cH:6][c:7]2[c:8]([c:9]([CH:12]3[CH2:13][CH2:14][N:15]([CH2:18][CH2:19][CH2:20][N:21]4[C:22](=[O:23])[c:24]5[cH:25][cH:26][cH:27][cH:28][c:29]5[C:30]4=[O:31])[CH2:16][CH2:17]3)[n:10][o:11]2)[cH:32][cH:33]1.[NH2:2][NH2:3].[OH2:1]>>[F:4][c:5]1[cH:6][c:7]2[c:8]([c:9]([CH:12]3[CH2:13][CH2:14][N:15]([CH2:18][CH2:19][CH2:20][NH2:21])[CH2:16][CH2:17]3)[n:10][o:11]2)[cH:32][cH:33]1. Starting materials: [Al+3], [Cl-], [Cl-], [Cl-], [Cl-], O=C(Cl)Cc1cccc(F)c1F, O, c1cnc2[nH]ccc2c1. Product: O=C(Cc1cccc(F)c1F)c1c[nH]c2ncccc12. RXN SMILES: [Al+3:11].[Cl-:10].[Cl-:12].[Cl-:13].[Cl-:14].[F:15][c:16]1[c:17]([CH2:23][C:24](=[O:25])[Cl:26])[cH:18][cH:19][cH:20][c:21]1[F:22].[OH2:27].[nH:1]1[cH:2][cH:3][c:4]2[cH:5][cH:6][cH:7][n:8][c:9]12>>[nH:1]1[cH:2][c:3]([C:24]([CH2:23][c:17]2[c:16]([F:15])[c:21]([F:22])[cH:20][cH:19][cH:18]2)=[O:25])[c:4]2[cH:5][cH:6][cH:7][n:8][c:9]12. Starting materials: CSc1ncc2cc(-c3cc(-c4cc(C)no4)ccc3C)c(=O)n(C)c2n1, NC1CCOCC1. The product is Cc1cc(-c2ccc(C)c(-c3cc4cnc(NC5CCOCC5)nc4n(C)c3=O)c2)on1. Reaction SMILES: [CH3:1][n:2]1[c:3](=[O:27])[c:4](-[c:14]2[c:15]([CH3:26])[cH:16][cH:17][c:18](-[c:20]3[cH:21][c:22]([CH3:25])[n:23][o:24]3)[cH:19]2)[cH:5][c:6]2[c:7]1[n:8][c:9]([S:12][CH3:13])[n:10][cH:11]2.[NH2:28][CH:29]1[CH2:30][CH2:31][O:32][CH2:33][CH2:34]1>>[CH3:1][n:2]1[c:3](=[O:27])[c:4](-[c:14]2[c:15]([CH3:26])[cH:16][cH:17][c:18](-[c:20]3[cH:21][c:22]([CH3:25])[n:23][o:24]3)[cH:19]2)[cH:5][c:6]2[c:7]1[n:8][c:9]([NH:28][CH:29]1[CH2:30][CH2:31][O:32][CH2:33][CH2:34]1)[n:10][cH:11]2. The reactants are CC(C)(C)CC(C)(C)N, Clc1nc(Cl)nc(Cl)n1, [OH-], O, Cc1ccccc1C. Product: CC(C)(C)CC(C)(C)Nc1nc(Cl)nc(Cl)n1. As a reaction SMILES: [CH3:11][C:12]([CH2:13][C:14]([CH3:15])([CH3:16])[CH3:17])([CH3:18])[NH2:19].[Cl:2][c:3]1[n:4][c:5]([Cl:6])[n:7][c:8]([Cl:9])[n:10]1.[OH-:20].[OH2:1].[c:21]1([CH3:22])[c:23]([CH3:24])[cH:25][cH:26][cH:27][cH:28]1>>[c:3]1([NH:19][C:12]([CH3:11])([CH2:13][C:14]([CH3:15])([CH3:16])[CH3:17])[CH3:18])[n:4][c:5]([Cl:6])[n:7][c:8]([Cl:9])[n:10]1. The reactants are Oc1cccc(-c2ccc3c(Br)c(O)ccc3c2)c1, CC(=O)Nc1cccc(B2OC(C)(C)C(C)(C)O2)c1. The product is CC(=O)Nc1cccc(-c2c(O)ccc3cc(-c4cccc(O)c4)ccc23)c1. As a reaction SMILES: [Br:1][c:2]1[c:3]([OH:19])[cH:4][cH:5][c:6]2[cH:7][c:8](-[c:12]3[cH:13][c:14]([OH:18])[cH:15][cH:16][cH:17]3)[cH:9][cH:10][c:11]12.[CH3:20][C:21]1([CH3:22])[C:23]([CH3:24])([CH3:25])[O:26][B:27]([c:28]2[cH:29][c:30]([NH:34][C:35]([CH3:36])=[O:37])[cH:31][cH:32][cH:33]2)[O:38]1>>[c:2]1(-[c:28]2[cH:29][c:30]([NH:34][C:35]([CH3:36])=[O:37])[cH:31][cH:32][cH:33]2)[c:3]([OH:19])[cH:4][cH:5][c:6]2[cH:7][c:8](-[c:12]3[cH:13][c:14]([OH:18])[cH:15][cH:16][cH:17]3)[cH:9][cH:10][c:11]12.